This data is from the Open Reaction Database (ORD), a public repository of structured organic reaction records. The task is: describe an organic reaction: reactants, conditions, products, and yield The reactants are C(O)([O-])=O.[Na+] (Sodium hydrogen carbonate), C1(CC1)COC1=CC=C(N=N1)N (6-cyclopropylmethoxypyridazin-3-amine), BrCC(=O)C1=CC2=C(C=C1)OCO2 (2-bromo-1-(3,4-methylenedioxyphenyl]ethanone), C(O)([O-])=O.[Na+] (sodium hydrogen carbonate). The solvent is C(C)O (ethanol). The product is C1OC=2C=C(C=CC2O1)C=1N=C2N(N=C(C=C2)OCC2CC2)C1 (2-(3,4-Methylendioxyphenyl)-6-cyclopropylmethoxyimidazo[1,2-b]pyridazine). Reaction SMILES: [CH:1]1([CH2:4][O:5][C:6]2[N:11]=[N:10][C:9]([NH2:12])=[CH:8][CH:7]=2)[CH2:3][CH2:2]1.Br[CH2:14][C:15]([C:17]1[CH:22]=[CH:21][C:20]2[O:23][CH2:24][O:25][C:19]=2[CH:18]=1)=O.C(=O)([O-])O.[Na+]>C(O)C>[CH2:24]1[O:23][C:20]2[CH:21]=[CH:22][C:17]([C:15]3[N:12]=[C:9]4[CH:8]=[CH:7][C:6]([O:5][CH2:4][CH:1]5[CH2:2][CH2:3]5)=[N:11][N:10]4[CH:14]=3)=[CH:18][C:19]=2[O:25]1 |f:2.3|. Procedure: A stirred mixture of 6-cyclopropylmethoxypyridazin-3-amine (110 mg), 2-bromo-1-(3,4-methylenedioxyphenyl]ethanone (162 mg), sodium hydrogen carbonate (84 mg, 1 mmol) and ethanol (5 mL) was heated under reflux for 3 hours. Sodium hydrogen carbonate (56 mg) was added and the mixture was refluxed for a further 0.5 hour. The mixture was evaporated. The residue was extracted with chloroform (50 mL) and the extract washed with saturated, aqueous, sodium chloride solution (50 mL), dried (MgSO4) and eva... Starting materials: [BH4-], C=CCC(c1c(Cl)c(Cl)cc2nc(OC)c(OC)nc12)S(C)(=O)=O, ClCCl, Cl, [Na+], O=[O+][O-]. Product: COc1nc2cc(Cl)c(Cl)c(C(CCO)S(C)(=O)=O)c2nc1OC. As a reaction SMILES: [BH4-:28].[CH3:4][S:5](=[O:6])(=[O:7])[CH:8]([CH2:9][CH:10]=[CH2:11])[c:12]1[c:13]2[n:14][c:15]([O:26][CH3:27])[c:16]([O:24][CH3:25])[n:17][c:18]2[cH:19][c:20]([Cl:23])[c:21]1[Cl:22].[Cl:31][CH2:32][Cl:33].[ClH:30].[Na+:29].[O-:1][O+:2]=[O:3]>>[OH:1][CH2:10][CH2:9][CH:8]([S:5]([CH3:4])(=[O:6])=[O:7])[c:12]1[c:13]2[n:14][c:15]([O:26][CH3:27])[c:16]([O:24][CH3:25])[n:17][c:18]2[cH:19][c:20]([Cl:23])[c:21]1[Cl:22]. Starting materials: N=c1ccccn1CCc1ccccc1Br, CC(C)(C)O, CCCCCC, C(=NC1CCCCC1)=NC1CCCCC1. The product is Brc1ccccc1CCn1ccccc1=NC(=NC1CCCCC1)NC1CCCCC1. Reaction SMILES: [Br:1][c:2]1[c:3]([CH2:8][CH2:9][n:10]2[c:11](=[NH:16])[cH:12][cH:13][cH:14][cH:15]2)[cH:4][cH:5][cH:6][cH:7]1.[C:32]([OH:33])([CH3:34])([CH3:35])[CH3:36].[CH3:37][CH2:38][CH2:39][CH2:40][CH2:41][CH3:42].[CH:17]1([N:23]=[C:24]=[N:25][CH:26]2[CH2:27][CH2:28][CH2:29][CH2:30][CH2:31]2)[CH2:18][CH2:19][CH2:20][CH2:21][CH2:22]1>>[Br:1][c:2]1[c:3]([CH2:8][CH2:9][n:10]2[c:11](=[N:16][C:24](=[N:23][CH:17]3[CH2:18][CH2:19][CH2:20][CH2:21][CH2:22]3)[NH:25][CH:26]3[CH2:27][CH2:28][CH2:29][CH2:30][CH2:31]3)[cH:12][cH:13][cH:14][cH:15]2)[cH:4][cH:5][cH:6][cH:7]1. Reactants: Cc1oc(-c2ccccc2Cl)nc1CCOc1ccc([N+](=O)[O-])cn1, CC(=O)O, [Fe], O. Yields the product Cc1oc(-c2ccccc2Cl)nc1CCOc1ccc(N)cn1. As a reaction SMILES: [CH3:1][c:2]1[c:3]([CH2:14][CH2:15][O:16][c:17]2[n:18][cH:19][c:20]([N+:23]([O-:24])=[O:25])[cH:21][cH:22]2)[n:4][c:5](-[c:7]2[c:8]([Cl:13])[cH:9][cH:10][cH:11][cH:12]2)[o:6]1.[CH3:26][C:27](=[O:28])[OH:29].[Fe:30].[OH2:31]>>[CH3:1][c:2]1[c:3]([CH2:14][CH2:15][O:16][c:17]2[n:18][cH:19][c:20]([NH2:23])[cH:21][cH:22]2)[n:4][c:5](-[c:7]2[c:8]([Cl:13])[cH:9][cH:10][cH:11][cH:12]2)[o:6]1. Reactants: COc1ccc(N2CCOCC2)c2sc(NC(=O)c3ccnc(Br)c3)nc12, CC[S-], [Na+], C1COCCO1, CN(C)C=O. The product is CCSc1cc(C(=O)Nc2nc3c(OC)ccc(N4CCOCC4)c3s2)ccn1. As a reaction SMILES: [Br:1][c:2]1[cH:3][c:4]([C:5](=[O:6])[NH:7][c:8]2[s:9][c:10]3[c:11]([n:12]2)[c:13]([O:23][CH3:24])[cH:14][cH:15][c:16]3[N:17]2[CH2:18][CH2:19][O:20][CH2:21][CH2:22]2)[cH:25][cH:26][n:27]1.[CH2:28]([CH3:29])[S-:30].[Na+:31].[O:32]1[CH2:33][CH2:34][O:35][CH2:36][CH2:37]1.[O:38]=[CH:39][N:40]([CH3:41])[CH3:42]>>[c:2]1([S:30][CH2:28][CH3:29])[cH:3][c:4]([C:5](=[O:6])[NH:7][c:8]2[s:9][c:10]3[c:11]([n:12]2)[c:13]([O:23][CH3:24])[cH:14][cH:15][c:16]3[N:17]2[CH2:18][CH2:19][O:20][CH2:21][CH2:22]2)[cH:25][cH:26][n:27]1. The reactants are BrC1=CC(=C(C=C1)NC=1OC2=C(N1)C=C(C=C2C)C)F (N2-(4-bromo-2-fluorophenyl)-5,7-dimethyl-1,3-benzoxazol-2-amine), FC1=C(C=CC(=C1)B1OC(C(O1)(C)C)(C)C)NC=1OC2=C(N1)C=CC=C2 (N2-[2-fluoro-4-(4,4,5,5-tetramethyl-1,3,2-dioxaborolan-2-yl)phenyl]-1,3-benzoxazol-2-amine). Product: FC1=C(C=CC(=C1)B1OC(C(O1)(C)C)(C)C)NC=1OC2=C(N1)C=C(C=C2C)C (N2-[2-Fluoro-4-(4,4,5,5-tetramethyl-1,3,2-dioxaborolan-2-yl)phenyl]-5,7-dimethyl-1,3-benzoxazol-2-amine), solid. The yield is 48.0%. As a reaction SMILES: Br[C:2]1[CH:7]=[CH:6][C:5]([NH:8][C:9]2[O:10][C:11]3[C:17]([CH3:18])=[CH:16][C:15]([CH3:19])=[CH:14][C:12]=3[N:13]=2)=[C:4]([F:20])[CH:3]=1.FC1C=C([B:28]2[O:32][C:31]([CH3:34])([CH3:33])[C:30]([CH3:36])([CH3:35])[O:29]2)C=CC=1NC1OC2C=CC=CC=2N=1>>[F:20][C:4]1[CH:3]=[C:2]([B:28]2[O:32][C:31]([CH3:34])([CH3:33])[C:30]([CH3:36])([CH3:35])[O:29]2)[CH:7]=[CH:6][C:5]=1[NH:8][C:9]1[O:10][C:11]2[C:17]([CH3:18])=[CH:16][C:15]([CH3:19])=[CH:14][C:12]=2[N:13]=1. Reported procedure: N2-[2-Fluoro-4-(4,4,5,5-tetramethyl-1,3,2-dioxaborolan-2-yl)phenyl]-5,7-dimethyl-1,3-benzoxazol-2-amine was prepared from N2-(4-bromo-2-fluorophenyl)-5,7-dimethyl-1,3-benzoxazol-2-amine (6.500 g, 19.39 mmol) in a manner similar to that used for the preparation of N2-[2-fluoro-4-(4,4,5,5-tetramethyl-1,3,2-dioxaborolan-2-yl)phenyl]-1,3-benzoxazol-2-amine. The compound was formed as a pink solid (3.549 g, 48%). RP-HPLC (25 to 100% CH3CN in 0.1 N aqueous ammonium acetate over 10 min at 1 mL/min usin...